describe an organic reaction: reactants, conditions, products, and yield From a dataset of the Open Reaction Database (ORD), a public repository of structured organic reaction records. Reactants: [Li]C(C)(C)C (t-BuLi), S1C2=C(C=C1)C=CC=C2 (benzo[b]thiophene), C1CCOC1 (THF), IC (iodomethane). The solvent is CCOCC (ether). Conditions: temperature -30 celsius, time 10 minute. Product: CC1=CC2=C(S1)C=CC=C2 (2-Methylbenzo[b]thiophene). Reaction SMILES: [Li][C:2](C)(C)C.[S:6]1[CH:10]=[CH:9][C:8]2[CH:11]=[CH:12][CH:13]=[CH:14][C:7]1=2.C1COCC1.IC>CCOCC>[CH3:2][C:10]1[S:6][C:7]2[CH:14]=[CH:13][CH:12]=[CH:11][C:8]=2[CH:9]=1. Procedure: t-BuLi (1.7M, 26 mmoles, 15 ml) was added to a stirred solution of benzo[b]thiophene (17 mmoles, 2.3 g) and THF (30 ml) at -50° C. The resulting bright yellow reaction mixture was warmed to -30° C., and iodomethane (26 mmoles, 1.6 ml) was added. After 10 min. at -30° C., the solution was warmed to ambient temperature and stirred an additional 30 min., then diluted with ether (100 ml) and washed with brine (2×100 ml). The organic phase was dried (MgSO4), filtered and concentrated to collect 2.48 ... The reactants are CS(=O)(=O)c1ccc2c(c1)OC(CBr)OC2, C=CCN, CCO. As a reaction SMILES: [Br:1][CH2:2][CH:3]1[O:4][CH2:5][c:6]2[c:7]([cH:9][c:10]([S:13](=[O:14])(=[O:15])[CH3:16])[cH:11][cH:12]2)[O:8]1.[CH2:17]([CH:18]=[CH2:19])[NH2:20].[CH3:21][CH2:22][OH:23]>>[CH2:2]([CH:3]1[O:4][CH2:5][c:6]2[c:7]([cH:9][c:10]([S:13](=[O:14])(=[O:15])[CH3:16])[cH:11][cH:12]2)[O:8]1)[NH:20][CH2:17][CH:18]=[CH2:19]. The product is C=CCNCC1OCc2ccc(S(C)(=O)=O)cc2O1.